This data is from the Open Reaction Database (ORD), a public repository of structured organic reaction records. The task is: describe an organic reaction: reactants, conditions, products, and yield Starting materials: CC(C)(C)P(Cl)C(C)(C)C, Cc1ccccc1, ClCc1ccccc1, Br[Cu]Br, [Mg], C1CCOC1, O=S(=O)(O)O. Yields the product CC(C)(C)P(Cc1ccccc1)C(C)(C)C. As a reaction SMILES: [C:10]([CH3:11])([CH3:12])([CH3:13])[P:14]([C:15]([CH3:16])([CH3:17])[CH3:18])[Cl:19].[CH3:33][c:34]1[cH:35][cH:36][cH:37][cH:38][cH:39]1.[Cl:1][CH2:2][c:3]1[cH:4][cH:5][cH:6][cH:7][cH:8]1.[Cu:30]([Br:31])[Br:32].[Mg:9].[O:25]1[CH2:26][CH2:27][CH2:28][CH2:29]1.[S:20](=[O:21])(=[O:22])([OH:23])[OH:24]>>[CH2:2]([c:3]1[cH:4][cH:5][cH:6][cH:7][cH:8]1)[P:14]([C:10]([CH3:11])([CH3:12])[CH3:13])[C:15]([CH3:16])([CH3:17])[CH3:18]. Reactants: NC1=CC=C(C=C1)C1=CC=C(N1C)C#N (5-(4-aminophenyl)-1-methyl-1H-pyrrole-2-carbonitrile), C1(=CC=CC=C1)S(=O)(=O)Cl (benzenesulfonyl chloride). The product is C(#N)C1=CC=C(N1C)C1=CC=C(C=C1)NS(=O)(=O)C1=CC=CC=C1 (N-[4-(5-cyano-1-methyl-1H-pyrrol-2-yl)phenyl]benzene sulfonamide). RXN SMILES: [NH2:1][C:2]1[CH:7]=[CH:6][C:5]([C:8]2[N:12]([CH3:13])[C:11]([C:14]#[N:15])=[CH:10][CH:9]=2)=[CH:4][CH:3]=1.[C:16]1([S:22](Cl)(=[O:24])=[O:23])[CH:21]=[CH:20][CH:19]=[CH:18][CH:17]=1>>[C:14]([C:11]1[N:12]([CH3:13])[C:8]([C:5]2[CH:6]=[CH:7][C:2]([NH:1][S:22]([C:16]3[CH:21]=[CH:20][CH:19]=[CH:18][CH:17]=3)(=[O:24])=[O:23])=[CH:3][CH:4]=2)=[CH:9][CH:10]=1)#[N:15]. Reported procedure: The title compound was prepared according to general procedure for sulfonylation of 5-(4-aminophenyl)-1-methyl-1H-pyrrole-2-carbonitrile using benzenesulfonyl chloride (70 μL, 0.55 mmol) to provide N-[4-(5-cyano-1-methyl-1H-pyrrol-2-yl)phenyl]benzene sulfonamide (0.046 g). The reactants are CCO, CCOC(=O)C(C)(C)Oc1ccc(C=Cc2cc(-c3ccc(C(F)(F)F)cc3)oc2C)cc1, Cc1ccccc1. The product is CCOC(=O)C(C)(C)Oc1ccc(CCc2cc(-c3ccc(C(F)(F)F)cc3)oc2C)cc1. RXN SMILES: [CH2:34]([OH:35])[CH3:36].[CH3:1][C:2]([C:3](=[O:4])[O:5][CH2:6][CH3:7])([CH3:8])[O:9][c:10]1[cH:11][cH:12][c:13]([CH:16]=[CH:17][c:18]2[c:19]([CH3:33])[o:20][c:21](-[c:23]3[cH:24][cH:25][c:26]([C:29]([F:30])([F:31])[F:32])[cH:27][cH:28]3)[cH:22]2)[cH:14][cH:15]1.[c:37]1([CH3:38])[cH:39][cH:40][cH:41][cH:42][cH:43]1>>[CH3:1][C:2]([C:3](=[O:4])[O:5][CH2:6][CH3:7])([CH3:8])[O:9][c:10]1[cH:11][cH:12][c:13]([CH2:16][CH2:17][c:18]2[c:19]([CH3:33])[o:20][c:21](-[c:23]3[cH:24][cH:25][c:26]([C:29]([F:30])([F:31])[F:32])[cH:27][cH:28]3)[cH:22]2)[cH:14][cH:15]1. Run in C1CCOC1 (THF). Reported procedure: TBAF (1M in THF, 100 μL, 0.10 mmol) was added to a solution of Intermediate 84h (70.0 mg, 0.085 mmol) in THF (2.00 mL). The reaction was stirred for 2 h then partitioned between EtOAc and water. The aqueous layer was then extracted with EtOAc (3×). The combined organic layers were washed with brine, dried (MgSO4), filtered and evaporated in vacuo. The residue was purified by FCC, using 0-10% [2M NH3 in MeOH] in DCM. Further purification by HPLC (C18 X-select column, 10-98% MeCN in H2O, 0.1% HCO2... Starting materials: CCCC[N+](CCCC)(CCCC)CCCC.[F-] (TBAF), C(C)(C)(C)C=1C=C(N(N1)C1=CC=C(C=C1)C)NC(=O)N[C@H]1CC[C@H](C2=CC=CC=C12)OC=1C=CC=2N(C1)C(=NN2)[C@H]2N(CCC2)CCCO[Si](C(C)C)(C(C)C)C(C)C (1-(5-tert-Butyl-2-p-tolyl-2H-pyrazol-3-yl)-3-((1S,4R)-4-{3-[(S)-1-(3-triisopropylsilanyloxy-propyl)-pyrrolidin-2-yl]-[1,2,4]triazolo[4,3-a]pyridin-6-yloxy}-1,2,3,4-tetrahydro-naphthalen-1-yl)-urea). RXN SMILES: CCCC[N+](CCCC)(CCCC)CCCC.[F-].[C:19]([C:23]1[CH:24]=[C:25]([NH:35][C:36]([NH:38][C@@H:39]2[C:48]3[C:43](=[CH:44][CH:45]=[CH:46][CH:47]=3)[C@H:42]([O:49][C:50]3[CH:51]=[CH:52][C:53]4[N:54]([C:56]([C@@H:59]5[CH2:63][CH2:62][CH2:61][N:60]5[CH2:64][CH2:65][CH2:66][O:67][Si](C(C)C)(C(C)C)C(C)C)=[N:57][N:58]=4)[CH:55]=3)[CH2:41][CH2:40]2)=[O:37])[N:26]([C:28]2[CH:33]=[CH:32][C:31]([CH3:34])=[CH:30][CH:29]=2)[N:27]=1)([CH3:22])([CH3:21])[CH3:20]>C1COCC1>[C:19]([C:23]1[CH:24]=[C:25]([NH:35][C:36]([NH:38][C@@H:39]2[C:48]3[C:43](=[CH:44][CH:45]=[CH:46][CH:47]=3)[C@H:42]([O:49][C:50]3[CH:51]=[CH:52][C:53]4[N:54]([C:56]([C@@H:59]5[CH2:63][CH2:62][CH2:61][N:60]5[CH2:64][CH2:65][CH2:66][OH:67])=[N:57][N:58]=4)[CH:55]=3)[CH2:41][CH2:40]2)=[O:37])[N:26]([C:28]2[CH:33]=[CH:32][C:31]([CH3:34])=[CH:30][CH:29]=2)[N:27]=1)([CH3:22])([CH3:20])[CH3:21] |f:0.1|. Reaction conditions: time 2 hour. Yields the product C(C)(C)(C)C=1C=C(N(N1)C1=CC=C(C=C1)C)NC(=O)N[C@H]1CC[C@H](C2=CC=CC=C12)OC=1C=CC=2N(C1)C(=NN2)[C@H]2N(CCC2)CCCO (1-(5-tert-Butyl-2-p-tolyl-2H-pyrazol-3-yl)-3-((1S,4R)-4-{3-[(S)-1-(3-hydroxy-propyl)-pyrrolidin-2-yl]-[1,2,4]triazolo[4,3-a]pyridin-6-yloxy}-1,2,3,4-tetrahydro-naphthalen-1-yl)-urea).